Dataset: the Open Reaction Database (ORD), a public repository of structured organic reaction records. Task: describe an organic reaction: reactants, conditions, products, and yield Starting materials: solution, TiCl3, C(#N)C1=CC=C(C=C1)NC(C(=O)OCC)C1=CC(=CC(=C1)C=1N(C(=NC1)C)O)OCC (ethyl (RS)-(4-cyano-phenylamino)-[3-ethoxy-5-(3-hydroxy-2-methyl-3H-imidazol-4-yl)-phenyl]-acetate), C(=O)(O)[O-].[Na+] (NaHCO3), ice water. Solvent: O (H2O), CO (MeOH). Conditions: time 3 hour. Product: C(#N)C1=CC=C(C=C1)NC(C(=O)OCC)C1=CC(=CC(=C1)C=1NC(=NC1)C)OCC (ethyl (RS)-(4-cyano-phenylamino)-[3-ethoxy-5-(2-methyl-3H-imidazol-4-yl)-phenyl]-acetate). The yield is 14.6%. As a reaction SMILES: [C:1]([C:3]1[CH:8]=[CH:7][C:6]([NH:9][CH:10]([C:16]2[CH:21]=[C:20]([C:22]3[N:23](O)[C:24]([CH3:27])=[N:25][CH:26]=3)[CH:19]=[C:18]([O:29][CH2:30][CH3:31])[CH:17]=2)[C:11]([O:13][CH2:14][CH3:15])=[O:12])=[CH:5][CH:4]=1)#[N:2].C([O-])(O)=O.[Na+]>O.CO>[C:1]([C:3]1[CH:8]=[CH:7][C:6]([NH:9][CH:10]([C:16]2[CH:21]=[C:20]([C:22]3[NH:23][C:24]([CH3:27])=[N:25][CH:26]=3)[CH:19]=[C:18]([O:29][CH2:30][CH3:31])[CH:17]=2)[C:11]([O:13][CH2:14][CH3:15])=[O:12])=[CH:5][CH:4]=1)#[N:2] |f:1.2|. Reported procedure: A 20% solution of TiCl3 in H2O was added dropwise at 0° C. to a solution of the ethyl (RS)-(4-cyano-phenylamino)-[3-ethoxy-5-(3-hydroxy-2-methyl-3H-imidazol-4-yl)-phenyl]-acetate (355 mg, 0.844 mmol) obtained in Example 247.1 in MeOH (4.2 ml). The mixture was stirred for 3 h. at room temperature, subsequently poured into NaHCO3 solution/ice-water and extracted with CH2Cl2. The organic phase was dried, filtered and concentrated. The residue was purified by chromatography (SiO2, CH2Cl2→CH2Cl2/MeOH... The reactants are NC=1C(=NC=NC1Cl)N[C@H]1[C@@H]([C@@H]([C@H](C1)CO)O)O ((1R,2S,3R,5R)-3-((5-amino-6-chloropyrimidin-4-yl)amino)-5-(hydroxymethyl)cyclopentane-1,2-diol), C(OCC)([O-])[O-] (ethyl orthoformate), C12(C(=O)CC(CC1)C2(C)C)CS(=O)(=O)O (10-camphorsulfonic acid). Reaction conditions: time 5 hour. Yields the product ClC1=C2N=CN(C2=NC=N1)[C@@H]1C[C@@H]([C@@H]2[C@H]1OC(O2)OCC)CO (((3aR,4R,6R,6aS)-6-(6-chloro-9H-purin-9-yl)-2-ethoxytetrahydro-3aH-cyclopenta[d][1,3]dioxol-4-yl)methanol). RXN SMILES: [NH2:1][C:2]1[C:3]([NH:9][C@@H:10]2[CH2:14][C@H:13]([CH2:15][OH:16])[C@@H:12]([OH:17])[C@H:11]2[OH:18])=[N:4][CH:5]=[N:6][C:7]=1[Cl:8].[CH:19]([O-])([O-])[O:20][CH2:21][CH3:22].[C:25]12(CS(O)(=O)=O)C(C)(C)C(CC1)CC2=O>>[Cl:8][C:7]1[N:6]=[CH:5][N:4]=[C:3]2[C:2]=1[N:1]=[CH:25][N:9]2[C@H:10]1[C@@H:11]2[O:18][CH:19]([O:20][CH2:21][CH3:22])[O:17][C@@H:12]2[C@@H:13]([CH2:15][OH:16])[CH2:14]1. Procedure details: The above crude (1R,2S,3R,5R)-3-((5-amino-6-chloropyrimidin-4-yl)amino)-5-(hydroxymethyl)cyclopentane-1,2-diol was treated with ethyl orthoformate (120 mL, 720 mmol) and 10-camphorsulfonic acid (8.11 g, 34.9 mmol). The heterogeneous brown mixture was stirred vigorously to afford a nearly homogeneous brown solution after 10 min. At 5 h, LC MS indicated the desired product as the major product and the reaction was quenched with saturated aqueous NaHCO3 (120 mL). The mixture was diluted with water ... Starting materials: OC1=C(C=O)C=CC(=C1)O (2,4-dihydroxybenzaldehyde), C(C)(C)(C)OC(=O)N1C[C@@H](CC1)O ((3R)-1-tert-butoxycarbonyl-3-hydroxypyrrolidine), N(=NC(=O)OCC)C(=O)OCC (diethyl azodicarboxylate). Solvent: O1CCCC1 (tetrahydrofuran). Conditions: time 1 hour. Product: C(C)(C)(C)OC(=O)N1C[C@H](CC1)OC1=CC(=C(C=O)C=C1)O (4-[((3S)-1-tert-butoxycarbonyl-3-pyrrolidinyl)oxy]-2-hydroxybenzaldehyde). Isolated yield 39.1%. Reaction SMILES: [OH:1][C:2]1[CH:9]=[C:8]([OH:10])[CH:7]=[CH:6][C:3]=1[CH:4]=[O:5].[C:11]([O:15][C:16]([N:18]1[CH2:22][CH2:21][C@@H:20](O)[CH2:19]1)=[O:17])([CH3:14])([CH3:13])[CH3:12].N(C(OCC)=O)=NC(OCC)=O>O1CCCC1>[C:11]([O:15][C:16]([N:18]1[CH2:22][CH2:21][C@H:20]([O:10][C:8]2[CH:7]=[CH:6][C:3]([CH:4]=[O:5])=[C:2]([OH:1])[CH:9]=2)[CH2:19]1)=[O:17])([CH3:14])([CH3:12])[CH3:13]. Procedure details: in 40 ml of tetrahydrofuran were dissolved 1.38 g of 2,4-dihydroxybenzaldehyde, 1.87 g of (3R)-1-tert-butoxycarbonyl-3-hydroxypyrrolidine and 2.88 g of triphenylphosphone. The thus prepared solution was mixed with 1.91 g of diethyl azodicarboxylate and stirred at room temperature for 1 hour. After distilling off the solvent, the resulting residue was purified by subjecting it to silica gel column chromatography, thereby obtaining 1.2 g of 4-[((3S)-1-tert-butoxycarbonyl-3-pyrrolidinyl)oxy]-2-hydr... Reactants: BrC=1C=CC2=C(SC(=C2)C(=O)OCC)C1 (ethyl 6-bromobenzo[b]thiophene-2-carboxylate), CNS(=O)(=O)C (N-methylmethanesulfonamide), C([O-])([O-])=O.[K+].[K+] (potassium carbonate). Solvent: CN(C(C)=O)C (N,N-dimethylacetamide). Reaction conditions: temperature 80 celsius, time 11 hour. The product is BrC=1C=CC2=C(SC=C2CN(S(=O)(=O)C)C)C1 (N-((6-bromobenzo[b]thiophen-3-yl)methyl)-N-methylmethanesulfonamide). Reaction SMILES: [Br:1][C:2]1[CH:3]=[CH:4][C:5]2[CH:9]=[C:8](C(OCC)=O)[S:7][C:6]=2[CH:15]=1.[CH3:16][NH:17][S:18]([CH3:21])(=[O:20])=[O:19].[C:22](=O)([O-])[O-].[K+].[K+]>CN(C)C(=O)C>[Br:1][C:2]1[CH:3]=[CH:4][C:5]2[C:9]([CH2:16][N:17]([CH3:22])[S:18]([CH3:21])(=[O:20])=[O:19])=[CH:8][S:7][C:6]=2[CH:15]=1 |f:2.3.4|. Procedure details: A mixture of the product from Example 76, Part D (0.100 g, 0.382 mmol), N-methylmethanesulfonamide (45.9 mg, 0.421 mmol) and potassium carbonate (0.127 g, 0.918 mmol) in N,N-dimethylacetamide (5 mL). The mixture was stirred at 80° C. for 11 h, cooled to room temperature and partitioned between diethylether and water (3×), dried over mgSO4, filtered and concentrated in vacuo to give the title compound as a colorless waxy solid (0.128 g, quant.). The reactants are ClC1=C2C(=NC=C1C(=O)NCC(=O)OC)NC=C2 (methyl N-[(4-chloro-1H-pyrrolo[2,3-b]pyridin-5-yl)carbonyl]glycinate), O=P12OP3(=O)OP(=O)(O1)OP(=O)(O2)O3 (diphosphorus pentoxide), C(O)([O-])=O.[Na+] (sodium hydrogencarbonate). The solvent is C(Cl)(Cl)Cl (chloroform). Yields the product ClC1=C2C(=NC=C1C=1OC(=CN1)OC)NC=C2 (4-chloro-5-(5-methoxy-1,3-oxazol-2-yl)-1H-pyrrolo[2,3-b]pyridine). Yield: 28.9%. Reaction SMILES: [Cl:1][C:2]1[C:7]([C:8]([NH:10][CH2:11][C:12]([O:14][CH3:15])=[O:13])=O)=[CH:6][N:5]=[C:4]2[NH:16][CH:17]=[CH:18][C:3]=12.O=P12OP3(OP(OP(O3)(O1)=O)(=O)O2)=O.C(=O)([O-])O.[Na+]>C(Cl)(Cl)Cl>[Cl:1][C:2]1[C:7]([C:8]2[O:13][C:12]([O:14][CH3:15])=[CH:11][N:10]=2)=[CH:6][N:5]=[C:4]2[NH:16][CH:17]=[CH:18][C:3]=12 |f:2.3|. Procedure: To a solution of methyl N-[(4-chloro-1H-pyrrolo[2,3-b]pyridin-5-yl)carbonyl]glycinate (167 mg) in chloroform (5 ml) was added diphosphorus pentoxide (886 mg) under ambient temperature, and the mixture was refluxed for 18 hours. The reaction solution was cooled and added to saturated aqueous sodium hydrogencarbonate. The reaction solution was extracted with ethyl acetate. The organic layer was washed with water. The organic layer was dried over magnesium sulfate and filtered. The filtrate was con... Starting materials: CC(C)(C)[O-], COC(=O)c1ccc(S(=O)(=O)Cl)cc1, FC1(F)CCC(c2c[nH]c3ccccc23)C1, [K+], C1COCCO1. Product: COC(=O)c1ccc(S(=O)(=O)n2cc(C3CCC(F)(F)C3)c3ccccc32)cc1. RXN SMILES: [CH3:1][C:2]([CH3:3])([O-:4])[CH3:5].[CH3:23][O:24][C:25]([c:26]1[cH:27][cH:28][c:29]([S:32](=[O:33])(=[O:34])[Cl:35])[cH:30][cH:31]1)=[O:36].[F:7][C:8]1([F:22])[CH2:9][CH:10]([c:13]2[cH:14][nH:15][c:16]3[cH:17][cH:18][cH:19][cH:20][c:21]23)[CH2:11][CH2:12]1.[K+:6].[O:37]1[CH2:38][CH2:39][O:40][CH2:41][CH2:42]1>>[F:7][C:8]1([F:22])[CH2:9][CH:10]([c:13]2[cH:14][n:15]([S:32]([c:29]3[cH:28][cH:27][c:26]([C:25]([O:24][CH3:23])=[O:36])[cH:31][cH:30]3)(=[O:33])=[O:34])[c:16]3[cH:17][cH:18][cH:19][cH:20][c:21]23)[CH2:11][CH2:12]1. RXN SMILES: [B-:56]([F:57])([F:58])([F:59])[F:60].[C:33]([CH3:34])([CH3:35])([CH3:36])[O:37][C:38](=[O:39])[N:40]1[CH:41]([CH:45]([C:46](=[O:47])[OH:48])[c:49]2[cH:50][cH:51][c:52]([Cl:55])[cH:53][cH:54]2)[CH2:42][CH2:43][CH2:44]1.[CH:1]([N:2]([CH2:3][CH3:4])[CH:5]([CH3:6])[CH3:7])([CH3:8])[CH3:9].[Cl:78][CH2:79][Cl:80].[ClH:10].[ClH:11].[c:12]1(-[c:18]2[c:19]([N:27]3[CH2:28][CH2:29][NH:30][CH2:31][CH2:32]3)[c:20]3[c:21]([n:22][cH:23]2)[nH:24][n:25][cH:26]3)[cH:13][cH:14][cH:15][cH:16][cH:17]1.[n:61]1([O:62][C:63]([N:64]([CH3:65])[CH3:66])=[N+:67]([CH3:68])[CH3:69])[c:70]2[cH:71][cH:72][cH:73][cH:74][c:75]2[n:76][n:77]1>>[c:12]1(-[c:18]2[c:19]([N:27]3[CH2:28][CH2:29][N:30]([C:46]([CH:45]([CH:41]4[N:40]([C:38]([O:37][C:33]([CH3:34])([CH3:35])[CH3:36])=[O:39])[CH2:44][CH2:43][CH2:42]4)[c:49]4[cH:50][cH:51][c:52]([Cl:55])[cH:53][cH:54]4)=[O:47])[CH2:31][CH2:32]3)[c:20]3[c:21]([n:22][cH:23]2)[nH:24][n:25][cH:26]3)[cH:13][cH:14][cH:15][cH:16][cH:17]1. Product: CC(C)(C)OC(=O)N1CCCC1C(C(=O)N1CCN(c2c(-c3ccccc3)cnc3[nH]ncc23)CC1)c1ccc(Cl)cc1. Starting materials: F[B-](F)(F)F, CC(C)(C)OC(=O)N1CCCC1C(C(=O)O)c1ccc(Cl)cc1, CCN(C(C)C)C(C)C, ClCCl, Cl, Cl, c1ccc(-c2cnc3[nH]ncc3c2N2CCNCC2)cc1, CN(C)C(On1nnc2ccccc21)=[N+](C)C. Starting materials: N1C(=O)NC=2N=CNC2C1=O (xanthine), N1C(=O)NC=2N=CNC2C1=O (xanthine), C(C)OC(C)=O (ethylacetate). Yields the product CN1C(=O)NC=2N=CNC2C1=O (1-methylxanthine). As a reaction SMILES: [NH:1]1[C:10](=[O:11])[C:9]2[NH:8][CH:7]=[N:6][C:5]=2[NH:4][C:2]1=[O:3].[CH2:12](OC(=O)C)C>>[CH3:12][N:1]1[C:10](=[O:11])[C:9]2[NH:8][CH:7]=[N:6][C:5]=2[NH:4][C:2]1=[O:3]. Reported procedure: The first step in the synthesis involves blocking the 7 position in 1-methyl xanthine. The procedure of Hu, Singh and Ullman, J. Am. Chem. Soc., 45: 1711-1713 (1980) was followed. To 700 ml of dry DMF in a 1-liter conical flask was added 3.2 g (18.9 mmoles) of 98% 1-methylxanthine (Aldrich Chemical Co., cat. #28,098-4), the mixture was stirred magnetically and warmed until dissolution occurred and then cooled to room temperature. To the stirred solution was added 2.0 g (18.9 mmoles) of anhydrous...